From a dataset of the Open Reaction Database (ORD), a public repository of structured organic reaction records. describe an organic reaction: reactants, conditions, products, and yield Starting materials: CC(C)CCCCCCCCBr, c1ccc(P(c2ccccc2)c2ccccc2)cc1, Cc1ccccc1C. Product: [Br-], CC(C)CCCCCCCC[P+](c1ccccc1)(c1ccccc1)c1ccccc1. RXN SMILES: [Br:1][CH2:2][CH2:3][CH2:4][CH2:5][CH2:6][CH2:7][CH2:8][CH2:9][CH:10]([CH3:11])[CH3:12].[c:13]1([P:19]([c:20]2[cH:21][cH:22][cH:23][cH:24][cH:25]2)[c:26]2[cH:27][cH:28][cH:29][cH:30][cH:31]2)[cH:14][cH:15][cH:16][cH:17][cH:18]1.[c:32]1([CH3:33])[c:34]([CH3:35])[cH:36][cH:37][cH:38][cH:39]1>>[Br-:1].[CH2:2]([CH2:3][CH2:4][CH2:5][CH2:6][CH2:7][CH2:8][CH2:9][CH:10]([CH3:11])[CH3:12])[P+:19]([c:13]1[cH:14][cH:15][cH:16][cH:17][cH:18]1)([c:20]1[cH:21][cH:22][cH:23][cH:24][cH:25]1)[c:26]1[cH:27][cH:28][cH:29][cH:30][cH:31]1. The reactants are O=C([O-])[O-], CS(C)=O, Nc1nccc(-c2cccnc2Cl)n1, [Cs+], [Cs+], Nc1ccc(O)cc1, O. The product is Nc1ccc(Oc2ncccc2-c2ccnc(N)n2)cc1. As a reaction SMILES: [C:9](=[O:10])([O-:11])[O-:12].[CH3:15][S:16]([CH3:17])=[O:18].[Cl:19][c:20]1[n:21][cH:22][cH:23][cH:24][c:25]1-[c:26]1[n:27][c:28]([NH2:32])[n:29][cH:30][cH:31]1.[Cs+:13].[Cs+:14].[NH2:1][c:2]1[cH:3][cH:4][c:5]([OH:6])[cH:7][cH:8]1.[OH2:33]>>[NH2:1][c:2]1[cH:3][cH:4][c:5]([O:6][c:20]2[n:21][cH:22][cH:23][cH:24][c:25]2-[c:26]2[n:27][c:28]([NH2:32])[n:29][cH:30][cH:31]2)[cH:7][cH:8]1. Reactants: CCCOC(=O)CCCCCCC1C(Cl)CC(OC2CCCCO2)C1C=CC(=O)CCCC(C)O[Si](C)(C)C(C)(C)C, ClCCl. The product is CCCOC(=O)CCCCCCC1C(Cl)CC(OC2CCCCO2)C1C=CC(O)CCCC(C)O[Si](C)(C)C(C)(C)C. As a reaction SMILES: [C:1]([CH3:2])([CH3:3])([CH3:4])[Si:5]([O:6][CH:7]([CH2:8][CH2:9][CH2:10][C:11]([CH:12]=[CH:13][CH:14]1[CH:15]([CH2:27][CH2:28][CH2:29][CH2:30][CH2:31][CH2:32][C:33](=[O:34])[O:35][CH2:36][CH2:37][CH3:38])[CH:16]([Cl:26])[CH2:17][CH:18]1[O:19][CH:20]1[O:21][CH2:22][CH2:23][CH2:24][CH2:25]1)=[O:39])[CH3:40])([CH3:41])[CH3:42].[Cl:43][CH2:44][Cl:45]>>[C:1]([CH3:2])([CH3:3])([CH3:4])[Si:5]([O:6][CH:7]([CH2:8][CH2:9][CH2:10][CH:11]([CH:12]=[CH:13][CH:14]1[CH:15]([CH2:27][CH2:28][CH2:29][CH2:30][CH2:31][CH2:32][C:33](=[O:34])[O:35][CH2:36][CH2:37][CH3:38])[CH:16]([Cl:26])[CH2:17][CH:18]1[O:19][CH:20]1[O:21][CH2:22][CH2:23][CH2:24][CH2:25]1)[OH:39])[CH3:40])([CH3:41])[CH3:42]. Reactants: resultant mixture, aqueous solution, [OH-].[Na+] (sodium hydroxide), C(C)(C)N(C(C(=O)OC)=O)C(C)C (methyl N,N-di-isopropyloxamate). Solvent: CO (methanol). Yields the product C(C)(C)N(C(C(=O)O)=O)C(C)C (N,N-di-isopropyloxamic acid). The yield is 35.4%. Reaction SMILES: [CH:1]([N:4]([CH:11]([CH3:13])[CH3:12])[C:5](=[O:10])[C:6]([O:8]C)=[O:7])([CH3:3])[CH3:2].[OH-].[Na+]>CO>[CH:11]([N:4]([CH:1]([CH3:3])[CH3:2])[C:5](=[O:10])[C:6]([OH:8])=[O:7])([CH3:13])[CH3:12] |f:1.2|. Procedure details: 550 mg of methyl N,N-di-isopropyloxamate was dissolved in 20 ml of methanol. The resulting solution was stirred under ice-cooling, to which 15 ml of 1N aqueous solution of sodium hydroxide was added dropwise. After completion of the dropwise addition, the resultant mixture was stirred for 1 hour at room temperature. The solvent was distilled off from the resulting reaction solution under reduced pressure. The residue was added with 20 ml of 1N HCl. Insoluble white precipitates were collected by ... Starting materials: CO, Cl, C[N+](=O)[O-], [Na+], [OH-], O, O=Cc1ccc(-c2ccccc2)o1. Yields the product O=[N+]([O-])C=Cc1ccc(-c2ccccc2)o1. Reaction SMILES: [CH3:14][OH:15].[ClH:18].[N+:19](=[O:20])([O-:21])[CH3:22].[Na+:17].[OH-:16].[OH2:23].[c:1]1(-[c:7]2[cH:8][cH:9][c:10]([CH:12]=[O:13])[o:11]2)[cH:2][cH:3][cH:4][cH:5][cH:6]1>>[c:1]1(-[c:7]2[cH:8][cH:9][c:10]([CH:12]=[CH:22][N+:19](=[O:20])[O-:21])[o:11]2)[cH:2][cH:3][cH:4][cH:5][cH:6]1. The reactants are COC(=O)Cl (methoxycarbonyl chloride), resultant mixture, C12(CC3(CC(CC(C1)C3)(C2)O)O)O (1,3,5-adamantanetriol). Solvent: CN(C)C=O (DMF). The product is COC(=O)OC12CC3(CC(CC(C1)C3)(C2)OC(=O)OC)OC(=O)OC (1,3,5-tris (methoxycarbonyloxy)adamantane). Yield: 95.0%. RXN SMILES: [CH3:1][O:2][C:3](Cl)=[O:4].[C:6]12([OH:18])[CH2:15][C:10]3([OH:16])[CH2:11][CH:12]([CH2:14][C:8]([OH:17])([CH2:9]3)[CH2:7]1)[CH2:13]2>CN(C=O)C>[CH3:1][O:2][C:3]([O:18][C:6]12[CH2:15][C:10]3([O:16][C:3]([O:2][CH3:1])=[O:4])[CH2:11][CH:12]([CH2:14][C:8]([O:17][C:3]([O:2][CH3:1])=[O:4])([CH2:9]3)[CH2:7]1)[CH2:13]2)=[O:4]. Procedure: In an atmosphere of nitrogen, 10 mmole of 1,3,5-adamantanetriol obtained by the method of Example 32 and 36 mmole of pyridine were dissolved in 10 mL of DMF. To the mixture, 33 mmole of methoxycarbonyl chloride was added dropwise with stirring at room temperature. Cooling of the resultant mixture with ice was started at about the time exothermic reaction began. When the exothermic reaction is completed, the mixture was heated to 60° C. and then stirred for one hour. As a result, the conversion o... Starting materials: FC=1C(=NC=C(C1)Cl)C1=NN(C(=C1Cl)OC(F)F)C (3-(3-fluoro-5-chloro-2-pyridyl)-4-chloro-5-difluoromethoxy-1-methyl-[1H]-pyrazole), Cl (hydrochloric acid), O1CCOCC1 (dioxane). Run at temperature 90 celsius, time 4 hour. The product is FC=1C(=NC=C(C1)C)C1=NN(C(=C1Cl)OC(F)F)C (3-(3-Fluoro-5-methyl-2-pyridyl)-4-chloro-5-difluoromethoxy-1-methyl-[1H]-pyrazole). Reaction SMILES: [F:1][C:2]1[C:3]([C:9]2[C:13]([Cl:14])=[C:12]([O:15][CH:16]([F:18])[F:17])[N:11]([CH3:19])[N:10]=2)=[N:4][CH:5]=[C:6](Cl)[CH:7]=1.Cl.O1CCOC[CH2:22]1>>[F:1][C:2]1[C:3]([C:9]2[C:13]([Cl:14])=[C:12]([O:15][CH:16]([F:18])[F:17])[N:11]([CH3:19])[N:10]=2)=[N:4][CH:5]=[C:6]([CH3:22])[CH:7]=1. Procedure: 2.0 g of 3-(3-fluoro-5-chloro-2-pyridyl)-4-chloro-5-difluoromethoxy-1-methyl-[1H]-pyrazole (Example P15) are introduced into 6 ml of absolute dioxane. In order to remove the oxygen, gentle evacuation is carried out three times (water-jet pump) and the mixture is gassed with argon. 6.4 ml of a 2M solution of trimethylaiuminium in toluene and 0.10 g of tetrakistriphenylphosphinepalladium (Pd(PPh3)4) are added thereto. The mixture is heated to 90° C., with stirring, in an argon atmosphere. The next... Starting materials: [Br-].C(=O)(OC)C1=CC=C(C[P+](C2=CC=CC=C2)(C2=CC=CC=C2)C2=CC=CC=C2)C=C1 ((4-carbomethoxy)benzyltriphenylphosphonium bromide), C(=O)C1=CC=C(C(=O)OC)C=C1 (methyl 4-formylbenzoate), C1(=CC=CC=C1)C (toluene), C[O-].[Na+] (sodium methoxide). Solvent: CO (methanol), CO (methanol). The product is C(=O)(OC)C1=CC=C(C=C1)C=CC1=CC=C(C=C1)C(=O)OC (4,4'-bis(carbomethoxy)stilbene). Isolated yield 79.3%. Reaction SMILES: [Br-].[C:2]([C:6]1[CH:31]=[CH:30][C:9]([CH2:10][P+](C2C=CC=CC=2)(C2C=CC=CC=2)C2C=CC=CC=2)=[CH:8][CH:7]=1)([O:4][CH3:5])=[O:3].[CH:32]([C:34]1[CH:43]=[CH:42][C:37]([C:38]([O:40][CH3:41])=[O:39])=[CH:36][CH:35]=1)=O.C1(C)C=CC=CC=1.C[O-].[Na+]>CO>[C:38]([C:37]1[CH:42]=[CH:43][C:34]([CH:32]=[CH:10][C:9]2[CH:8]=[CH:7][C:6]([C:2]([O:4][CH3:5])=[O:3])=[CH:31][CH:30]=2)=[CH:35][CH:36]=1)([O:40][CH3:41])=[O:39] |f:0.1,4.5|. Reported procedure: To a 2 L 3-neck round bottom flask fitted with a glass stopper, rubber septum, and reflux condenser with a nitrogen inlet tube, was added 126.35 g (251 mmol) (4-carbomethoxy)benzyltriphenylphosphonium bromide, 49.45 g (302 mmol) methyl 4-formylbenzoate, and 632 mL 2:1 methanol:toluene. After the starting material dissolved, 63.2 mL (277 mmol) 25% sodium methoxide solution in methanol was added dropwise over several minutes. The reaction vessel was heated at reflux for 30 minutes. After cooling t... Reactants: Cl (HCl), ice, C(OC)([O-])=O.[Mg+2].COC([O-])=O (Magnesium methyl carbonate), C1(=CC=CC=C1)C(C(=O)C)C1=CC=CC=C1 (1,1-diphenylacetone), N=1CCCCC1 (2,3,4,5-tetrahydropyridine), hydrochloride salt. Run in CO (methyl alcohol). Reaction conditions: temperature 120 celsius, time 4 hour. Product: C1(=CC=CC=C1)C(C(CC1NCCCC1)=O)C1=CC=CC=C1 (1,1-diphenyl-3-(2-piperidyl)propan- 2-one). Isolated yield 37.0%. RXN SMILES: C(=O)([O-])OC.[Mg+2].COC(=O)[O-].[C:12]1([CH:18]([C:22]2[CH:27]=[CH:26][CH:25]=[CH:24][CH:23]=2)[C:19]([CH3:21])=[O:20])[CH:17]=[CH:16][CH:15]=[CH:14][CH:13]=1.[N:28]1[CH2:29][CH2:30][CH2:31][CH2:32][CH:33]=1.Cl>CO>[C:22]1([CH:18]([C:12]2[CH:13]=[CH:14][CH:15]=[CH:16][CH:17]=2)[C:19](=[O:20])[CH2:21][CH:33]2[CH2:32][CH2:31][CH2:30][CH2:29][NH:28]2)[CH:23]=[CH:24][CH:25]=[CH:26][CH:27]=1 |f:0.1.2|. Procedure details: Magnesium methyl carbonate (1.2 moles, 2 N in dimethylformamide) is heated to 120°C. under an atmosphere of carbon dioxide. The compound 1,1-diphenylacetone, 63.0 g (0.3 moles), is added and the mixture is stirred at 120°C. for a period of 4 hours under a stream of nitrogen to form the chelate, allowing the methyl alcohol that forms to escape. The mixture is cooled to room temperature under an atmosphere of carbon dioxide and 30.0 g (0.36 moles) of 2,3,4,5-tetrahydropyridine (as α-tripiperidein)... Starting materials: CC(=O)Nc1ncc(Br)s1, O=C([O-])[O-], CC(C)=O, CI, [K+], [K+], O. Product: CC(=O)N(C)c1ncc(Br)s1. Reaction SMILES: [Br:9][c:10]1[cH:11][n:12][c:13]([NH:15][C:16]([CH3:17])=[O:18])[s:14]1.[C:1](=[O:2])([O-:3])[O-:4].[CH3:20][C:21](=[O:22])[CH3:23].[CH3:7][I:8].[K+:5].[K+:6].[OH2:19]>>[CH3:1][N:15]([c:13]1[n:12][cH:11][c:10]([Br:9])[s:14]1)[C:16]([CH3:17])=[O:18].